This data is from the Open Reaction Database (ORD), a public repository of structured organic reaction records. The task is: describe an organic reaction: reactants, conditions, products, and yield Reactants: C(C)(C)(C)OC(=O)N1CCC(CC1)O (1-t-butoxycarbonyl-4-hydroxypiperidine), C(C)(C)C1=C(C=CC(=C1)[N+](=O)[O-])O (2-isopropyl-4-nitrophenol), C1(=CC=CC=C1)P(C1=CC=CC=C1)C1=CC=CC=C1 (triphenylphosphine), N(=NC(=O)OCC)C(=O)OCC (diethyl azodicarboxylate). Run in ClCCl (dichloromethane). Run at time 2 hour. Yields the product C(C)(C)(C)OC(=O)N1CCC(CC1)OC1=C(C=C(C=C1)[N+](=O)[O-])C(C)C (4-(1-t-Butoxycarbonylpiperidin-4-yloxy)-3-isopropylnitrobenzene). Isolated yield 76.1%. RXN SMILES: [C:1]([O:5][C:6]([N:8]1[CH2:13][CH2:12][CH:11]([OH:14])[CH2:10][CH2:9]1)=[O:7])([CH3:4])([CH3:3])[CH3:2].[CH:15]([C:18]1[CH:23]=[C:22]([N+:24]([O-:26])=[O:25])[CH:21]=[CH:20][C:19]=1O)([CH3:17])[CH3:16].C1(P(C2C=CC=CC=2)C2C=CC=CC=2)C=CC=CC=1.N(C(OCC)=O)=NC(OCC)=O>ClCCl>[C:1]([O:5][C:6]([N:8]1[CH2:13][CH2:12][CH:11]([O:14][C:19]2[CH:20]=[CH:21][C:22]([N+:24]([O-:26])=[O:25])=[CH:23][C:18]=2[CH:15]([CH3:17])[CH3:16])[CH2:10][CH2:9]1)=[O:7])([CH3:4])([CH3:2])[CH3:3]. Reported procedure: To a solution of 1-t-butoxycarbonyl-4-hydroxypiperidine (2.96 g), 2-isopropyl-4-nitrophenol (2.66 g) and triphenylphosphine (5.00 g) in dichloromethane (80 ml) was added diethyl azodicarboxylate (3.0 ml) and the mixture was stirred at room temperature for 2 hours. The reaction mixture was concentrated in vacuo. The residue was purified by chromatography on a silica gel column using dichloromethane as an eluant to give the desired compound (4.07 g, yield 76%) as a brown solid. The reactants are C(C)(=O)OCCNC([C@H](CC1=CC=C(C=C1)C(F)(F)F)N)=O (2-({(2S)-2-amino-3-[4-(trifluoromethyl)phenyl]propanoyl}amino)ethyl acetate), FC(CCOC1=CC=C(C(=O)O)C=C1)(F)F (4-(3,3,3-trifluoropropoxy)benzoic acid), Example 33 ( 33a ). Product: C(C)(=O)OCCNC([C@H](CC1=CC=C(C=C1)C(F)(F)F)NC(C1=CC=C(C=C1)OCCC(F)(F)F)=O)=O (2-[((2S)-3-[4-(Trifluoromethyl)phenyl]-2-{[4-(3,3,3-trifluoropropoxy)benzoyl]amino}propanoyl)amino]ethyl acetate). RXN SMILES: [C:1]([O:4][CH2:5][CH2:6][NH:7][C:8](=[O:22])[C@@H:9]([NH2:21])[CH2:10][C:11]1[CH:16]=[CH:15][C:14]([C:17]([F:20])([F:19])[F:18])=[CH:13][CH:12]=1)(=[O:3])[CH3:2].[F:23][C:24]([F:38])([F:37])[CH2:25][CH2:26][O:27][C:28]1[CH:36]=[CH:35][C:31]([C:32](O)=[O:33])=[CH:30][CH:29]=1>>[C:1]([O:4][CH2:5][CH2:6][NH:7][C:8](=[O:22])[C@@H:9]([NH:21][C:32](=[O:33])[C:31]1[CH:35]=[CH:36][C:28]([O:27][CH2:26][CH2:25][C:24]([F:38])([F:37])[F:23])=[CH:29][CH:30]=1)[CH2:10][C:11]1[CH:12]=[CH:13][C:14]([C:17]([F:19])([F:20])[F:18])=[CH:15][CH:16]=1)(=[O:3])[CH3:2]. Reported procedure: A reaction similar to that described in Example 50 was conducted using 2-({(2S)-2-amino-3-[4-(trifluoromethyl)phenyl]propanoyl}amino)ethyl acetate and 4-(3,3,3-trifluoropropoxy)benzoic acid obtained in the preparation process of Example 33 (33a) to give the title compound. Reactants: CCC(CC)N1CCNCC1, O=C(Cl)Oc1cccc(C(F)(F)F)c1, ClCCl. Yields the product CCC(CC)N1CCN(C(=O)Oc2cccc(C(F)(F)F)c2)CC1, Cl. As a reaction SMILES: [CH2:1]([CH3:2])[CH:3]([CH2:4][CH3:5])[N:6]1[CH2:7][CH2:8][NH:9][CH2:10][CH2:11]1.[Cl:12][C:13](=[O:14])[O:15][c:16]1[cH:17][c:18]([C:22]([F:23])([F:24])[F:25])[cH:19][cH:20][cH:21]1.[Cl:26][CH2:27][Cl:28]>>[CH2:1]([CH3:2])[CH:3]([CH2:4][CH3:5])[N:6]1[CH2:7][CH2:8][N:9]([C:13](=[O:14])[O:15][c:16]2[cH:17][c:18]([C:22]([F:23])([F:24])[F:25])[cH:19][cH:20][cH:21]2)[CH2:10][CH2:11]1.[ClH:12]. Reactants: BrBr, CC(=O)O, COc1ccc(NC(C)=O)cc1. Yields the product COc1ccc(NC(C)=O)cc1Br. Reaction SMILES: [Br:13][Br:14].[CH3:15][C:16](=[O:17])[OH:18].[CH3:1][O:2][c:3]1[cH:4][cH:5][c:6]([NH:9][C:10]([CH3:11])=[O:12])[cH:7][cH:8]1>>[CH3:1][O:2][c:3]1[c:4]([Br:13])[cH:5][c:6]([NH:9][C:10]([CH3:11])=[O:12])[cH:7][cH:8]1. Reactants: O=c1c2cc(F)c(Cl)cc2n(C2CC2)c(=O)n1OCc1ccccc1, C1CCNC1, Cl, CN(C)C=O. Yields the product O=c1c2cc(F)c(N3CCCC3)cc2n(C2CC2)c(=O)n1OCc1ccccc1. Reaction SMILES: [CH2:1]([c:2]1[cH:3][cH:4][cH:5][cH:6][cH:7]1)[O:8][n:9]1[c:10](=[O:25])[n:11]([CH:22]2[CH2:23][CH2:24]2)[c:12]2[cH:13][c:14]([Cl:21])[c:15]([F:20])[cH:16][c:17]2[c:18]1=[O:19].[CH2:26]1[CH2:27][CH2:28][NH:29][CH2:30]1.[ClH:36].[O:31]=[CH:32][N:33]([CH3:34])[CH3:35]>>[CH2:1]([c:2]1[cH:3][cH:4][cH:5][cH:6][cH:7]1)[O:8][n:9]1[c:10](=[O:25])[n:11]([CH:22]2[CH2:23][CH2:24]2)[c:12]2[cH:13][c:14]([N:29]3[CH2:28][CH2:27][CH2:26][CH2:30]3)[c:15]([F:20])[cH:16][c:17]2[c:18]1=[O:19].